From a dataset of the Open Reaction Database (ORD), a public repository of structured organic reaction records. describe an organic reaction: reactants, conditions, products, and yield Reactants: N1=CC(=CC=C1)C1SCC(N1)C(=O)O (2-(3-pyridyl)thiazolidine-4-carboxylic acid), COC1=CC(=CC=C1)N (m-anisidine), C1(CCCCC1)N=C=NC1CCCCC1 (dicyclohexylcarbodiimide), ON1N=NC2=C1C=CC=C2 (1-hydroxybenzotriazole). Solvent: CN(C=O)C (dimethylformamide), C(C)(=O)OCC (ethyl acetate). Conditions: time 8 hour. Yields the product COC=1C=C(C=CC1)NC(=O)C1NC(SC1)C=1C=NC=CC1 (N-(3-methoxyphenyl)-2-(3-pyridyl)thiazolidine-4-carboxamide). The yield is 25.7%. RXN SMILES: [N:1]1[CH:6]=[CH:5][CH:4]=[C:3]([CH:7]2[NH:11][CH:10]([C:12]([OH:14])=O)[CH2:9][S:8]2)[CH:2]=1.[CH3:15][O:16][C:17]1[CH:22]=[CH:21][CH:20]=[C:19]([NH2:23])[CH:18]=1.C1(N=C=NC2CCCCC2)CCCCC1.ON1C2C=CC=CC=2N=N1>CN(C)C=O.C(OCC)(=O)C>[CH3:15][O:16][C:17]1[CH:18]=[C:19]([NH:23][C:12]([CH:10]2[CH2:9][S:8][CH:7]([C:3]3[CH:2]=[N:1][CH:6]=[CH:5][CH:4]=3)[NH:11]2)=[O:14])[CH:20]=[CH:21][CH:22]=1. Procedure: A mixture of 630 mg of 2-(3-pyridyl)thiazolidine-4-carboxylic acid, 350 mg of m-anisidine, 650 mg of dicyclohexylcarbodiimide and 430 mg of 1-hydroxybenzotriazole in 8 ml of dimethylformamide was stirred overnight at room temperature. The reaction mixture was diluted with 50 ml of ethyl acetate, and the insoluble matter was filtered off. The filtrate was washed with two portions of water, and then with aqueous solution of sodium hydrogen carbonate, water and saturated aqueous solution of sodium ... Starting materials: C(C)(=O)O[BH-](OC(C)=O)OC(C)=O.[Na+] (Sodium triacetoxyborohydride), COCC1=NCCC2=CC=CC=C12 (1-Methoxymethyl-3,4-dihydroisoquinoline). Run in CO (methanol). Run at time 18 hour. Yields the product COCC1NCCC2=CC=CC=C12 (1(R,S)-Methoxymethyl-1,2,3,4-tetrahydroisoquinoline). Reaction SMILES: C(O[BH-](OC(=O)C)OC(=O)C)(=O)C.[Na+].[CH3:15][O:16][CH2:17][C:18]1[C:27]2[C:22](=[CH:23][CH:24]=[CH:25][CH:26]=2)[CH2:21][CH2:20][N:19]=1>CO>[CH3:15][O:16][CH2:17][CH:18]1[C:27]2[C:22](=[CH:23][CH:24]=[CH:25][CH:26]=2)[CH2:21][CH2:20][NH:19]1 |f:0.1|. Reported procedure: Sodium triacetoxyborohydride (8.11 g, 38.3 mmol) was added to a stirred, ice-cooled solution of the product from (b) above (6.1 g, 34.8 mmol) in methanol (80 ml), then the resulting mixture stirred for 18 hours at room temperature before being quenched with water. The bulk of the solvent was removed under reduced pressure, then the residue basified with 1M aqueous sodium hydroxide solution and extracted with dichloromethane. The extract was washed with saturated brine, dried (MgSO4) and evaporat... Starting materials: O=C([O-])[O-], COC(=O)c1cc(CCl)c(C)o1, [I-], [K+], [K+], [K+], C1CCOC1, Nc1ccc(-c2ccccc2)cc1. The product is COC(=O)c1cc(CNc2ccc(-c3ccccc3)cc2)c(C)o1. Reaction SMILES: [C:28](=[O:29])([O-:30])[O-:31].[CH3:16][O:17][C:18](=[O:19])[c:20]1[o:21][c:22]([CH3:27])[c:23]([CH2:25][Cl:26])[cH:24]1.[I-:2].[K+:1].[K+:32].[K+:33].[O:34]1[CH2:35][CH2:36][CH2:37][CH2:38]1.[c:3]1(-[c:10]2[cH:11][cH:12][cH:13][cH:14][cH:15]2)[cH:4][cH:5][c:6]([NH2:9])[cH:7][cH:8]1>>[c:3]1(-[c:10]2[cH:11][cH:12][cH:13][cH:14][cH:15]2)[cH:4][cH:5][c:6]([NH:9][CH2:25][c:23]2[c:22]([CH3:27])[o:21][c:20]([C:18]([O:17][CH3:16])=[O:19])[cH:24]2)[cH:7][cH:8]1.